From a dataset of the Open Reaction Database (ORD), a public repository of structured organic reaction records. describe an organic reaction: reactants, conditions, products, and yield The reactants are [H-].[Na+] (NaH), COC1=CC=C(C(=N1)CC#N)[N+](=O)[O-] (2-(6-Methoxy-3-nitro-2-pyridinyl)acetonitrile), CN(C)C=O (DMF), IC1=C(C(=O)Cl)C=CC=C1 (2-iodobenzoyl chloride), CN(C)C=O (DMF). Conditions: temperature 0 celsius, time 30 minute. Product: IC1=C(C(=O)N2C=C(C3=NC(=CC=C32)OC)C=O)C=CC=C1 (1-(2-Iodobenzoyl)-5-methoxy-1H-pyrrolo[3,2-b]pyridine-3-carbaldehyde). As a reaction SMILES: [CH3:1][O:2][C:3]1[N:8]=[C:7]([CH2:9][C:10]#N)[C:6]([N+:12]([O-])=O)=[CH:5][CH:4]=1.[H-].[Na+].[I:17][C:18]1[CH:26]=[CH:25][CH:24]=[CH:23][C:19]=1[C:20](Cl)=[O:21].CN([CH:30]=[O:31])C>>[I:17][C:18]1[CH:26]=[CH:25][CH:24]=[CH:23][C:19]=1[C:20]([N:12]1[C:6]2[C:7](=[N:8][C:3]([O:2][CH3:1])=[CH:4][CH:5]=2)[C:9]([CH:30]=[O:31])=[CH:10]1)=[O:21] |f:1.2|. Procedure details: Under an argon atmosphere, 0.56 mmol of the compound obtained in Step A are dissolved in 5 ml of DMF, and then 0.68 mmol of NaH are added at 0° C., over a period of 30 minutes. After 30 minutes' stirring at 0° C., 0.68 mmol of 2-iodobenzoyl chloride dissolved in 5 ml of DMF is added dropwise to the mixture. After 3 hours' stirring, the solvents are removed by evaporation and the residue is taken up in water and extracted with dichloromethane. After drying over magnesium sulphate and removal of t... The reactants are ClC=1C=C(C(=O)O)C=C(C1N)Cl (3,5-dichloro-4-aminobenzoic acid), S(=O)(Cl)Cl (thionyl chloride). Reaction conditions: time 1 hour. The product is ClC=1C=C(C(=O)Cl)C=C(C1N)Cl (3,5-dichloro-4-aminobenzoyl chloride). As a reaction SMILES: [Cl:1][C:2]1[CH:3]=[C:4]([CH:8]=[C:9]([Cl:12])[C:10]=1[NH2:11])[C:5](O)=[O:6].S(Cl)([Cl:15])=O>>[Cl:1][C:2]1[CH:3]=[C:4]([CH:8]=[C:9]([Cl:12])[C:10]=1[NH2:11])[C:5]([Cl:15])=[O:6]. Reported procedure: The 3,5-dichloro-4-aminobenzoic acid is refluxed with 200 ml. of thionyl chloride. A solution forms in 1 hr. and heating is maintained for 2 additional hours, after which the reaction mixture is permitted to stand overnight. Excess thionyl chloride is removed by evaporation to leave a yellow-brown crystalline mass as a residue. This is recrystallized from a mixture of n-hexane/ethylene chloride (90/10 by volume) to produce a light tan crystalline product, m.p. = 155° C. A portion of this materia... Reactants: Nc1cc(Br)cnc1Cl, O=C([O-])[O-], C1COCCO1, CS(=O)(=O)Cl, CC(=O)[O-], CO, Cl, [K+], [K+], [Na+], O, c1ccncc1. Yields the product CS(=O)(=O)Nc1cc(Br)cnc1Cl. As a reaction SMILES: [Br:1][c:2]1[cH:3][c:4]([NH2:9])[c:5]([Cl:8])[n:6][cH:7]1.[C:21](=[O:22])([O-:23])[O-:24].[CH2:34]1[O:35][CH2:36][CH2:37][O:38][CH2:39]1.[CH3:16][S:17]([Cl:18])(=[O:19])=[O:20].[CH3:29][C:30](=[O:31])[O-:32].[CH3:40][OH:41].[ClH:27].[K+:25].[K+:26].[Na+:28].[OH2:33].[cH:10]1[cH:11][cH:12][n:13][cH:14][cH:15]1>>[Br:1][c:2]1[cH:3][c:4]([NH:9][S:17]([CH3:16])(=[O:19])=[O:20])[c:5]([Cl:8])[n:6][cH:7]1. Starting materials: C1(CC1)COCCC1=CC=C(OCC2CO2)C=C1 (1-[4-(2-cyclopropylmethoxy-ethyl)phenoxy]-2,3-epoxypropane), NCCOC=1C=C(C=CC1)C=1CCC(NN1)=O (6-[3-(2-aminoethoxy)phenyl]-4,5-dihydro-3(2H)-pyridazinone). Product: C1(CC1)COCCC1=CC=C(OCC(CNCCOC=2C=C(C=CC2)C=2CCC(NN2)=O)O)C=C1 (6-[3-[2-[3-(4-(2-Cyclopropylmethoxy-ethyl)phenoxy)-2-hydroxypropylamino]ethoxy]phenyl]-4,5-dihydro-3(2H)-pyridazinone). RXN SMILES: [CH:1]1([CH2:4][O:5][CH2:6][CH2:7][C:8]2[CH:18]=[CH:17][C:11]([O:12][CH2:13][CH:14]3[O:16][CH2:15]3)=[CH:10][CH:9]=2)[CH2:3][CH2:2]1.[NH2:19][CH2:20][CH2:21][O:22][C:23]1[CH:24]=[C:25]([C:29]2[CH2:30][CH2:31][C:32](=[O:35])[NH:33][N:34]=2)[CH:26]=[CH:27][CH:28]=1>>[CH:1]1([CH2:4][O:5][CH2:6][CH2:7][C:8]2[CH:18]=[CH:17][C:11]([O:12][CH2:13][CH:14]([OH:16])[CH2:15][NH:19][CH2:20][CH2:21][O:22][C:23]3[CH:24]=[C:25]([C:29]4[CH2:30][CH2:31][C:32](=[O:35])[NH:33][N:34]=4)[CH:26]=[CH:27][CH:28]=3)=[CH:10][CH:9]=2)[CH2:3][CH2:2]1. Procedure: Prepared analogously to Example 1 from 1-[4-(2-cyclopropylmethoxy-ethyl)phenoxy]-2,3-epoxypropane and 6-[3-(2-aminoethoxy)phenyl]-4,5-dihydro-3(2H)-pyridazinone.